This data is from the Open Reaction Database (ORD), a public repository of structured organic reaction records. The task is: describe an organic reaction: reactants, conditions, products, and yield Reactants: ClO.C(C=C)N1[C@H]2[C@@]3(CCC([C@H]4[C@@]3(C=3C(=C(C=CC3C2)OC)O4)CC1)=O)OCCCC1=CC=CC=C1 (17-allyl-4,5α-epoxy-3-methoxy-14β-(3-phenylpropyloxy)morphinan-6-one hypochloride), [Cl-].[NH4+] (ammonium chloride). Reagents/catalysts: [Zn] (zinc). Solvent: CO (MeOH). Run at time 5 minute. The product is OC1=C(C=CC=2C[C@@H]3[C@@]4(CCC(C[C@@]4(C12)CCN3C)=O)OCCCC3=CC=CC=C3)OC (4-hydroxy-3-methoxy-17-methyl-14-[(3-phenylpropyl)oxy]-morphinan-6-one). Reaction SMILES: ClO.[CH2:3]([N:6]1[CH2:25][CH2:24][C@:13]23[C:14]4[C:15]5[O:23][C@H:12]2[C:11](=[O:26])[CH2:10][CH2:9][C@@:8]3([O:27][CH2:28][CH2:29][CH2:30][C:31]2[CH:36]=[CH:35][CH:34]=[CH:33][CH:32]=2)[C@H:7]1[CH2:20][C:19]=4[CH:18]=[CH:17][C:16]=5[O:21][CH3:22])C=C.[Cl-].[NH4+]>[Zn].CO>[OH:23][C:15]1[C:14]2[C@:13]34[CH2:24][CH2:25][N:6]([CH3:3])[C@@H:7]([C@:8]3([O:27][CH2:28][CH2:29][CH2:30][C:31]3[CH:32]=[CH:33][CH:34]=[CH:35][CH:36]=3)[CH2:9][CH2:10][C:11](=[O:26])[CH2:12]4)[CH2:20][C:19]=2[CH:18]=[CH:17][C:16]=1[O:21][CH3:22] |f:0.1,2.3|. Procedure: A mixture of 4,5α-epoxy-3-methoxy-17-methyl-14-[(3-phenylpropyl)oxy]-morphinan-6-one (=14-O-(3-phenylpropyl)oxycodon) (see Example 1) (600 mg, 1.4 mmol), ammonium chloride (0.97 g, 18.0 mmol) and 30 ml MeOH was reflux heated under stirring. Then within 5 minutes activated zinc powder (0.94 g, 14.0 mmol) was added in portions and the mixture reflux heated for 6 h. After filtration from the inorganic residue, the filtrate was evaporated down, alkalised with conc. NH4OH, extracted with CH2Cl2 (3×40... Starting materials: ClC=1C(=C(C=CC1)C1(COC1)NS(=O)C(C)(C)C)F (2-methyl-propane-2-sulfinic acid [3-(3-chloro-2-fluoro-phenyl)-oxetan-3-yl]-amide), Cl (hydrochloric acid). Solvent: CO (MeOH). Yields the product Cl.ClC=1C(=C(C=CC1)C1(COC1)N)F (3-(3-Chloro-2-fluoro-phenyl)-oxetan-3-ylamine hydrochloride). As a reaction SMILES: [Cl:1][C:2]1[C:3]([F:19])=[C:4]([C:8]2([NH:12]S(C(C)(C)C)=O)[CH2:11][O:10][CH2:9]2)[CH:5]=[CH:6][CH:7]=1.Cl>CO>[ClH:1].[Cl:1][C:2]1[C:3]([F:19])=[C:4]([C:8]2([NH2:12])[CH2:9][O:10][CH2:11]2)[CH:5]=[CH:6][CH:7]=1 |f:3.4|. Reported procedure: A solution of 2-methyl-propane-2-sulfinic acid [3-(3-chloro-2-fluoro-phenyl)-oxetan-3-yl]-amide (940 mg, 2.46 mmol) and hydrochloric acid (4 N in dioxane, 0.922 ml, 3.69 mmol) in MeOH (5 mL) was stirred 30 min at 0° C. and concentrated. The material thus obtained was used without further purification in the next step. MS (UPLC-MS): 202/204 [M+H]+; tR (HPLC conditions f): 0.86 min. Reactants: CC=Cc1cc(C(OCc2ccccc2)(C(F)(F)F)C(F)(F)F)ccc1N1CCN(C(=O)CBr)CC1, CC1(c2ccc3c(n2)OCCO3)NC(=O)NC1=O. RXN SMILES: [CH2:1]([c:2]1[cH:3][cH:4][cH:5][cH:6][cH:7]1)[O:8][C:9]([C:10]([F:11])([F:12])[F:13])([C:14]([F:15])([F:16])[F:17])[c:18]1[cH:19][c:20]([CH:34]=[CH:35][CH3:36])[c:21]([N:24]2[CH2:25][CH2:26][N:27]([C:30]([CH2:31][Br:32])=[O:33])[CH2:28][CH2:29]2)[cH:22][cH:23]1.[O:37]1[CH2:38][CH2:39][O:40][c:41]2[n:42][c:43]([C:47]3([CH3:54])[C:48](=[O:53])[NH:49][C:50](=[O:52])[NH:51]3)[cH:44][cH:45][c:46]21>>[CH2:1]([c:2]1[cH:3][cH:4][cH:5][cH:6][cH:7]1)[O:8][C:9]([C:10]([F:11])([F:12])[F:13])([C:14]([F:15])([F:16])[F:17])[c:18]1[cH:19][c:20]([CH:34]=[CH:35][CH3:36])[c:21]([N:24]2[CH2:25][CH2:26][N:27]([C:30]([CH2:31][N:49]3[C:48](=[O:53])[C:47]([c:43]4[n:42][c:41]5[c:46]([cH:45][cH:44]4)[O:37][CH2:38][CH2:39][O:40]5)([CH3:54])[NH:51][C:50]3=[O:52])=[O:33])[CH2:28][CH2:29]2)[cH:22][cH:23]1. Product: CC=Cc1cc(C(OCc2ccccc2)(C(F)(F)F)C(F)(F)F)ccc1N1CCN(C(=O)CN2C(=O)NC(C)(c3ccc4c(n3)OCCO4)C2=O)CC1. Reactants: BrC1=C(CS(=O)(=O)N2CCC(CC2)NC(OC(C)(C)C)=O)C=CC=C1 (tert-butyl (1-((2-bromobenzyl)sulfonyl)piperidin-4-yl)carbamate). Run in CO.Cl (HCl methanol). Conditions: time 24 hour. Product: BrC1=C(CS(=O)(=O)N2CCC(CC2)N)C=CC=C1 (1-(2-bromobenzylsulfonyl)piperidin-4-amine). Reaction SMILES: [Br:1][C:2]1[CH:25]=[CH:24][CH:23]=[CH:22][C:3]=1[CH2:4][S:5]([N:8]1[CH2:13][CH2:12][CH:11]([NH:14]C(=O)OC(C)(C)C)[CH2:10][CH2:9]1)(=[O:7])=[O:6]>CO.Cl>[Br:1][C:2]1[CH:25]=[CH:24][CH:23]=[CH:22][C:3]=1[CH2:4][S:5]([N:8]1[CH2:13][CH2:12][CH:11]([NH2:14])[CH2:10][CH2:9]1)(=[O:6])=[O:7] |f:1.2|. Reported procedure: A mixture of tert-butyl (1-((2-bromobenzyl)sulfonyl)piperidin-4-yl)carbamate (500 mg, 1.15 mmol) in HCl methanol (6 N, 20 mL) was stirred at rt for 24 hours, and then concentrated to dryness to give 1-(2-bromobenzylsulfonyl)piperidin-4-amine.HCl (400 mg, 94%), which was directly used for next step without any further purification. MS (ESI): mass calcd. for C14H19BrN2O3S, 332.02; m/z found, 332.9 [M+H]+. Starting materials: CCOC(=O)C1=C(c2ccccc2)c2ccc(OC)cc2C1=O, C1CCOC1, CC(C)[Mg+], [Cl-]. The product is CCOC(=O)C1=C(c2ccccc2)c2ccc(OC)cc2C1(O)C(C)C. RXN SMILES: [CH2:1]([CH3:2])[O:3][C:4](=[O:5])[C:6]1=[C:14]([c:15]2[cH:16][cH:17][cH:18][cH:19][cH:20]2)[c:13]2[c:8]([cH:9][c:10]([O:21][CH3:22])[cH:11][cH:12]2)[C:7]1=[O:23].[CH2:29]1[O:30][CH2:31][CH2:32][CH2:33]1.[CH:25]([CH3:26])([CH3:27])[Mg+:28].[Cl-:24]>>[CH2:1]([CH3:2])[O:3][C:4](=[O:5])[C:6]1=[C:14]([c:15]2[cH:16][cH:17][cH:18][cH:19][cH:20]2)[c:13]2[c:8]([cH:9][c:10]([O:21][CH3:22])[cH:11][cH:12]2)[C:7]1([OH:23])[CH:25]([CH3:26])[CH3:27]. Starting materials: Grignard reagent, C1(=CC=CC=C1)C(=O)C1=CC=CC=C1 (diphenyl ketone), C[Mg]I (methylmagnesium iodide), C1(=CC=CC=C1)C(C)C1=C(C=CC=C1)C(C)=O (phenyl(acetylphenyl)ethane), C(C1=CC=CC=C1)[Mg]Br (benzylmagnesium bromide), Grignard reagent, C1(=CC=CC=C1)C=C(C)C1=CC=CC=C1 (1,2-Diphenylpropene), C(C1=CC=CC=C1)=O (benzaldehyde), [BH4-].[Na+] (sodium borohydride), C[Mg]I (methylmagnesium iodide). Product: C1(=CC=CC=C1)C(C)C1=C(C=CC=C1)C(=C)C (Phenyl(isopropenylphenyl)ethane), C1(=CC=CC=C1)C=CC1=CC=CC=C1 (1,2-Diphenylethylene), C1(=CC=CC=C1)C(=C)C1=CC=CC=C1 (1,1-Diphenylethylene). RXN SMILES: [BH4-].[Na+].[C:3]1([CH:9]([C:11]2[CH:16]=[CH:15][CH:14]=[CH:13][C:12]=2[C:17](=O)[CH3:18])[CH3:10])[CH:8]=[CH:7][CH:6]=[CH:5][CH:4]=1.[CH3:20][Mg]I.C(=O)C1C=CC=CC=1.C([Mg]Br)C1C=CC=CC=1.[C:40]1([CH:46]=[C:47]([C:49]2[CH:54]=[CH:53][CH:52]=[CH:51][CH:50]=2)[CH3:48])[CH:45]=[CH:44][CH:43]=[CH:42][CH:41]=1.C1(C(C2C=CC=CC=2)=O)C=CC=CC=1>>[C:3]1([CH:9]([C:11]2[CH:16]=[CH:15][CH:14]=[CH:13][C:12]=2[C:17]([CH3:18])=[CH2:20])[CH3:10])[CH:8]=[CH:7][CH:6]=[CH:5][CH:4]=1.[C:40]1([CH:46]=[CH:47][C:49]2[CH:50]=[CH:51][CH:52]=[CH:53][CH:54]=2)[CH:45]=[CH:44][CH:43]=[CH:42][CH:41]=1.[C:49]1([C:47]([C:46]2[CH:42]=[CH:43][CH:44]=[CH:45][CH:40]=2)=[CH2:48])[CH:50]=[CH:51][CH:52]=[CH:53][CH:54]=1 |f:0.1|. Procedure: For instance, vinylnaphthalene is prepared by reacting formylnaphthalene with a Grignard reagent such as methylmagnesium iodide, and then dehydrating. Phenyl(vinylphenyl)ethane is prepared by reacting diphenylethane with acetyl chloride in the presence of a Friedel-Crafts catalyst to obtain phenyl(acetylphenyl)ethane, reducing by sodium borohydride, and then dehydrating. Phenyl(isopropenylphenyl)ethane is prepared by reacting phenyl(acetylphenyl)ethane with a Grignard reagent such as methylmagne... Reaction SMILES: [Br:20][c:21]1[c:22]([CH3:28])[cH:23][n:24][cH:25][c:26]1[CH3:27].[CH3:125][c:126]1[cH:127][cH:128][cH:129][cH:130][cH:131]1.[CH3:63][C:64]([CH3:65])([O-:66])[CH3:67].[CH:29]1([P:30]([CH:31]2[CH2:32][CH2:33][CH2:34][CH2:35][CH2:36]2)[c:37]2[cH:38][cH:39][cH:40][cH:41][c:42]2-[c:43]2[c:44]([CH:45]([CH3:46])[CH3:47])[cH:48][c:49]([CH:50]([CH3:51])[CH3:52])[cH:53][c:54]2[CH:55]([CH3:56])[CH3:57])[CH2:58][CH2:59][CH2:60][CH2:61][CH2:62]1.[NH2:1][c:2]1[cH:3][c:4](=[O:19])[nH:5][c:6]2[c:7]([O:14][CH2:15][CH:16]3[CH2:17][CH2:18]3)[c:8]([O:12][CH3:13])[cH:9][cH:10][c:11]12.[Na+:68].[O:107]=[C:108]([CH:109]=[CH:110][c:111]1[cH:112][cH:113][cH:114][cH:115][cH:116]1)[CH:117]=[CH:118][c:119]1[cH:120][cH:121][cH:122][cH:123][cH:124]1.[O:71]=[C:72]([CH:73]=[CH:74][c:75]1[cH:76][cH:77][cH:78][cH:79][cH:80]1)[CH:81]=[CH:82][c:83]1[cH:84][cH:85][cH:86][cH:87][cH:88]1.[O:89]=[C:90]([CH:91]=[CH:92][c:93]1[cH:94][cH:95][cH:96][cH:97][cH:98]1)[CH:99]=[CH:100][c:101]1[cH:102][cH:103][cH:104][cH:105][cH:106]1.[Pd:69].[Pd:70]>>[NH:1]([c:2]1[cH:3][c:4](=[O:19])[nH:5][c:6]2[c:7]([O:14][CH2:15][CH:16]3[CH2:17][CH2:18]3)[c:8]([O:12][CH3:13])[cH:9][cH:10][c:11]12)[c:21]1[c:22]([CH3:28])[cH:23][n:24][cH:25][c:26]1[CH3:27]. The product is COc1ccc2c(Nc3c(C)cncc3C)cc(=O)[nH]c2c1OCC1CC1. Starting materials: Cc1cncc(C)c1Br, Cc1ccccc1, CC(C)(C)[O-], CC(C)c1cc(C(C)C)c(-c2ccccc2P(C2CCCCC2)C2CCCCC2)c(C(C)C)c1, COc1ccc2c(N)cc(=O)[nH]c2c1OCC1CC1, [Na+], O=C(C=Cc1ccccc1)C=Cc1ccccc1, O=C(C=Cc1ccccc1)C=Cc1ccccc1, O=C(C=Cc1ccccc1)C=Cc1ccccc1, [Pd], [Pd]. Reactants: OCC=1SSC(=CC1)CO[Si](C)(C)C(C)(C)C (3-(hydroxymethyl)-6-[(tert-butyldimethylsilyloxy)methyl]-1,2-dithiin), CCOC(=O)/N=N/C(=O)OCC (diethylazodicarboxylate), OC=1C=C(C=CC1)C#C (3-hydroxyphenylacetylene), C1(=CC=CC=C1)P(C1=CC=CC=C1)C1=CC=CC=C1 (triphenylphosphine). The solvent is C1CCOC1 (THF), C1CCOC1 (THF). Run at temperature 0 celsius, time 1.5 hour. Yields the product C(#C)C=1C=C(C=CC1)OCC1=CC=CSS1 (6-[(3-ethynylphenyloxy)methyl]-1,2-dithiin). Yield: 56.0%. As a reaction SMILES: OC[C:3]1[S:4][S:5][C:6]([CH2:9][O:10][Si](C(C)(C)C)(C)C)=[CH:7][CH:8]=1.O[C:19]1[CH:20]=[C:21]([C:25]#[CH:26])[CH:22]=[CH:23][CH:24]=1.C1(P(C2C=CC=CC=2)C2C=CC=CC=2)C=CC=CC=1.CCOC(/N=N/C(OCC)=O)=O>C1COCC1>[C:25]([C:21]1[CH:20]=[C:19]([O:10][CH2:9][C:6]2[S:5][S:4][CH:3]=[CH:8][CH:7]=2)[CH:24]=[CH:23][CH:22]=1)#[CH:26]. Reported procedure: To a stirred solution of 3-(hydroxymethyl)-6-[(tert-butyldimethylsilyloxy)methyl]-1,2-dithiin (U.S. Ser. No. 08/212,096) (235 mg, 0.802 mmol) in 1 mL of dry THF was added a solution of 3-hydroxyphenylacetylene (142 mg, 1.20 mmol) in 1 mL THF, followed by the addition of triphenylphosphine (315 mg, 0.977 mmol). The resulting solution was cooled to 0° C., then 190 μL (210 mg, 1.037 mmol) of diethylazodicarboxylate was added, and the reaction mixture was kept at 0°-5° C. for 1.5 h until TLC analysi... Yields the product BrC1=CC=C(C=C1)C=1N=C(C2=CC=CC=C2C1)N1CCN(CC1)CC (3-(4-bromophenyl)-1(4-ethylpiperazin-1-yl)isoquinoline). Reactants: CNC(=O)C=1C(=CC=CC1)C (N-methyl-o-toluamide), C(C)N1CCNCC1 (N-ethylpiperazine), BrC1=CC=C(C#N)C=C1 (4-bromobenzonitrile), P(=O)(Cl)(Cl)Cl (phosphorus oxychloride). Run at temperature 100 celsius. As a reaction SMILES: [CH3:1][NH:2][C:3]([C:5]1[C:6]([CH3:11])=[CH:7][CH:8]=[CH:9][CH:10]=1)=O.[Br:12][C:13]1[CH:20]=[CH:19][C:16](C#N)=[CH:15][CH:14]=1.P(Cl)(Cl)(Cl)=O.[CH2:26]([N:28]1[CH2:33][CH2:32][NH:31][CH2:30][CH2:29]1)[CH3:27]>>[Br:12][C:13]1[CH:14]=[CH:15][C:16]([C:1]2[N:2]=[C:3]([N:31]3[CH2:32][CH2:33][N:28]([CH2:26][CH3:27])[CH2:29][CH2:30]3)[C:5]3[C:6]([CH:11]=2)=[CH:7][CH:8]=[CH:9][CH:10]=3)=[CH:19][CH:20]=1. Procedure details: To 3-(4-bromophenyl)isoquinolin-1-one (3.86 g) obtained by reacting N-methyl-o-toluamide (7.50 g) and 4-bromobenzonitrile (9.10 g) according to the method of Example 10-1 was added phosphorus oxychloride (38.6 g), and the resulting mixture was heated at 100° C. for 2 hr. The reaction solution was evaporated, and to the resulting residue were added ethyl acetate and purified water. The ethyl acetate layer was washed with water, an aqueous solution of saturated sodium bicarbonate and brine, and dr...